Dataset: the Open Reaction Database (ORD), a public repository of structured organic reaction records. Task: describe an organic reaction: reactants, conditions, products, and yield Reactants: Cl (hydrochloric acid), OC1=C(C(=CC(=C1)O)O)O (1,2,3,5-tetrahydroxybenzene), [Cl-].[Al+3].[Cl-].[Cl-] (aluminum chloride), C(C(C)C)(=O)Cl (isobutyryl chloride). The solvent is [N+](=O)([O-])C1=CC=CC=C1 (nitrobenzene), [N+](=O)([O-])C1=CC=CC=C1 (nitrobenzene). The product is OC1=C(C(=CC(=C1O)O)O)C(=O)C(C)C ((2-propyl) (2,3,4,6-tetrahydroxyphenyl) ketone). Yield: 29.5%. Reaction SMILES: [OH:1][C:2]1[CH:7]=[C:6]([OH:8])[CH:5]=[C:4]([OH:9])[C:3]=1[OH:10].[Cl-].[Al+3].[Cl-].[Cl-].[C:15](Cl)(=[O:19])[CH:16]([CH3:18])[CH3:17].Cl>[N+](C1C=CC=CC=1)([O-])=O>[OH:1][C:2]1[C:3]([OH:10])=[C:4]([OH:9])[CH:5]=[C:6]([OH:8])[C:7]=1[C:15]([CH:16]([CH3:18])[CH3:17])=[O:19] |f:1.2.3.4|. Procedure details: In a vessel fitted with a calcium chloride tube, 1.00 g (7.04 mmol) of 1,2,3,5-tetrahydroxybenzene (3) was dissolved in 20 ml of nitrobenzene and stirred. Into the stirred mixture, 2.82 g (21.1 mmol, 3.00 equivalents) of granular aluminum chloride was added piecemeal and stirred. One hour thereafter, a nitrobenzene (5.0 ml) solution of 0.750 g (7.04 mmol, 1.00 equivalent) of isobutyryl chloride was added dropwise. Ten hours thereafter, the reaction solution was poured into 100 ml of cold 2 M hyd... Starting materials: FC=1C=CC(=C(C1)NC(\C=N/O)=O)C ((Z)—N-(5-Fluoro-2-methylphenyl)-2-(hydroxyimino)acetamide), OS(=O)(=O)O (H2SO4). Reaction conditions: temperature 60 celsius. Yields the product FC1=C2C(C(NC2=C(C=C1)C)=O)=O (4-Fluoro-7-methylindoline-2,3-dione). Reaction SMILES: [F:1][C:2]1[CH:3]=[CH:4][C:5]([CH3:14])=[C:6]([NH:8][C:9](=[O:13])/[CH:10]=N\O)[CH:7]=1.[OH:15]S(O)(=O)=O>>[F:1][C:2]1[CH:3]=[CH:4][C:5]([CH3:14])=[C:6]2[C:7]=1[C:10](=[O:15])[C:9](=[O:13])[NH:8]2. Procedure: (Z)—N-(5-Fluoro-2-methylphenyl)-2-(hydroxyimino)acetamide (7.22, 37 mmol) was dissolved in neat H2SO4 (50 ml) and heated at 60° C. for 1 h. The resulting solid was collected by filtration and washed with water to yield the title compound. 1H NMR (CDCl3, 400 MHz) δ 8.35 (bs, 1H), 7.45 (m, 1H), 6.73 (m, 1H), 2.25 (s, 3H). Starting materials: FC(C(=O)O)(F)F (trifluoroacetic acid), C(C)[SiH](CC)CC (triethylsilane), CC1=NN2C(C=C(C=C2)C(=O)OCC)=C1 (ethyl 2-methylpyrazolo[1,5-a]pyridine-5-carboxylate), ClC1=C(C=O)C=CC(=C1)Cl (2,4-dichlorobenzaldehyde), ClC1=C(C=O)C=CC(=C1)Cl (2,4-dichlorobenzaldehyde). The solvent is ClCCl (dichloromethane), ClCCl (dichloromethane). Reaction conditions: time 3 day. Yields the product ClC1=C(CC=2C(=NN3C2C=C(C=C3)C(=O)OCC)C)C=CC(=C1)Cl (Ethyl 3-(2,4-dichlorobenzyl)-2-methylpyrazolo[1,5-a]pyridine-5-carboxylate). Isolated yield 65.5%. RXN SMILES: FC(F)(F)C(O)=O.C([SiH](CC)CC)C.[CH3:15][C:16]1[CH:29]=[C:19]2[CH:20]=[C:21]([C:24]([O:26][CH2:27][CH3:28])=[O:25])[CH:22]=[CH:23][N:18]2[N:17]=1.[Cl:30][C:31]1[CH:38]=[C:37]([Cl:39])[CH:36]=[CH:35][C:32]=1[CH:33]=O>ClCCl>[Cl:30][C:31]1[CH:38]=[C:37]([Cl:39])[CH:36]=[CH:35][C:32]=1[CH2:33][C:29]1[C:16]([CH3:15])=[N:17][N:18]2[CH:23]=[CH:22][C:21]([C:24]([O:26][CH2:27][CH3:28])=[O:25])=[CH:20][C:19]=12. Reported procedure: To a solution of trifluoroacetic acid (558 mg) and triethylsilane (1.14 g) in dry dichloromethane (2.0 ml) were added ethyl 2-methylpyrazolo[1,5-a]pyridine-5-carboxylate (200 mg) and 2,4-dichlorobenzaldehyde (189 mg), and the mixture was stirred at room temperature for 3 days. To the reaction mixture was added 2,4-dichlorobenzaldehyde (189 mg) and the mixture was stirred at room temperature for one day. This step was repeated three times. The reaction mixture was diluted with dichloromethane and... Starting materials: C(C)(C)(C)OC(=O)N[C@H]1[C@@H](NC1)CC (trans(±)-3-(tert-Butoxycarbonyl)amino-2-ethylazetidine), BrC=1SC(=C(N1)C)C(=O)OCC (ethyl 2-bromo-4-methylthiazole-5-carboxylate), C(C)(C)N(CC)C(C)C (diisopropylethylamine). The product is C(C)(C)(C)OC(=O)N[C@H]1[C@@H](N(C1)C=1SC(=C(N1)C)C(=O)OCC)CC (Ethyl trans(±)-2-{3-[(tert-butoxycarbonyl)amino]-2-ethylazetidin-1-yl}-4-methyl-1,3-thiazole-5-carboxylate). The yield is 76.8%. RXN SMILES: [C:1]([O:5][C:6]([NH:8][C@@H:9]1[CH2:12][NH:11][C@H:10]1[CH2:13][CH3:14])=[O:7])([CH3:4])([CH3:3])[CH3:2].Br[C:16]1[S:17][C:18]([C:22]([O:24][CH2:25][CH3:26])=[O:23])=[C:19]([CH3:21])[N:20]=1.C(N(C(C)C)CC)(C)C>>[C:1]([O:5][C:6]([NH:8][C@@H:9]1[CH2:12][N:11]([C:16]2[S:17][C:18]([C:22]([O:24][CH2:25][CH3:26])=[O:23])=[C:19]([CH3:21])[N:20]=2)[C@H:10]1[CH2:13][CH3:14])=[O:7])([CH3:4])([CH3:3])[CH3:2]. Procedure: The same operation as in Example (232c) was performed using trans(±)-3-(tert-butoxycarbonyl)amino-2-ethylazetidine obtained in Example (234e) (110 mg, 0.55 mmol), ethyl 2-bromo-4-methylthiazole-5-carboxylate (137 mg, 0.55 mmol) and diisopropylethylamine (0.19 mL, 1.10 mmol), to obtain 156 mg of the title compound as a pale yellow oily substance (77%). The reactants are CN1N=NN=C1SCC=1CS[C@H]2N(C1C(=O)O)C(C2N)=O (3-(1-methyl-1H-tetrazol-5-yl)thiomethyl-7-amino-3-cephem-4-carboxylic acid), C[Si](C)(C)C(C(=O)N)[Si](C)(C)C (bis(trimethylsilyl)acetamide), P(=O)(Cl)(Cl)Cl (phosphorus oxychloride), O=C1SC=C(N1)C(C(=O)O)=O (2-(2-oxo-2,3-dihydro-1,3-thiazol-4-yl)glyoxylic acid), OC=1SC=C(N1)C(C(=O)O)=O (2-(2-hydroxy-1,3-thiazol-4-yl)glyoxylic acid), C([O-])(O)=O.[Na+] (sodium bicarbonate). Solvent: C(C)(=O)OCC (ethyl acetate), CN(C=O)C (dimethylformamide), CN(C=O)C (dimethylformamide), C(C)(=O)OCC (ethyl acetate). Reaction conditions: temperature -20 celsius. Product: CN1N=NN=C1SCC=1CS[C@H]2N(C1C(=O)O)C(C2NC(C(=O)C=2NC(SC2)=O)=O)=O (3-(1-methyl-1H-tetrazol-5-yl)thiomethyl-7-[2-(2-oxo-2,3-dihydro-1,3-thiazol-4-yl)glyoxylamido]-3-cephem-4-carboxylic acid). Reaction SMILES: P(Cl)(Cl)(Cl)=O.[O:6]=[C:7]1[NH:11][C:10]([C:12](=[O:16])[C:13]([OH:15])=O)=[CH:9][S:8]1.[CH3:17][N:18]1[C:22]([S:23][CH2:24][C:25]2[CH2:26][S:27][C@@H:28]3[CH:35]([NH2:36])[C:34](=[O:37])[N:29]3[C:30]=2[C:31]([OH:33])=[O:32])=[N:21][N:20]=[N:19]1.C[Si](C([Si](C)(C)C)C(N)=O)(C)C.C(=O)(O)[O-].[Na+]>C(OCC)(=O)C.CN(C)C=O>[CH3:17][N:18]1[C:22]([S:23][CH2:24][C:25]2[CH2:26][S:27][C@@H:28]3[CH:35]([NH:36][C:13](=[O:15])[C:12]([C:10]4[NH:11][C:7](=[O:6])[S:8][CH:9]=4)=[O:16])[C:34](=[O:37])[N:29]3[C:30]=2[C:31]([OH:33])=[O:32])=[N:21][N:20]=[N:19]1 |f:4.5|. Procedure details: To dimethylformamide (3.74 g.) was dropwise added phosphorus oxychloride (6.46 g.) over 5 minutes under stirring and ice-cooling, and the mixture was stirred for 30 minutes at 40° C. To the mixture was added ethyl acetate (120 ml.) with stirring, and the mixture was cooled to -20° C. with stirring. To the mixture was added all at once 2-(2-oxo-2,3-dihydro-1,3-thiazol-4-yl)glyoxylic acid, which can be represented as 2-(2-hydroxy-1,3-thiazol-4-yl)glyoxylic acid, (6.05 g.) and to the mixture was ad... Starting materials: O (H2O), FC=1C=C(C=CC1)O (3-fluoro-phenol), C(=O)([O-])[O-].[K+].[K+] (K2CO3), BrC(C(=O)N(CC)CC)(F)F (2-bromo-2,2-difluoro-N,N-diethyl-acetamide). The solvent is C1(=CC=CC=C1)C (toluene), CC(=O)N(C)C (DMAC). Conditions: temperature 120 celsius, time 1 hour. Product: FC(C(=O)N(CC)CC)(OC1=CC(=CC=C1)F)F (2,2-difluoro-2-(3-fluoro-phenoxy)-N,N-diethyl-acetamide). As a reaction SMILES: [F:1][C:2]1[CH:3]=[C:4]([OH:8])[CH:5]=[CH:6][CH:7]=1.C([O-])([O-])=O.[K+].[K+].Br[C:16]([F:25])([F:24])[C:17]([N:19]([CH2:22][CH3:23])[CH2:20][CH3:21])=[O:18].O>CC(N(C)C)=O.C1(C)C=CC=CC=1>[F:24][C:16]([F:25])([O:8][C:4]1[CH:5]=[CH:6][CH:7]=[C:2]([F:1])[CH:3]=1)[C:17]([N:19]([CH2:22][CH3:23])[CH2:20][CH3:21])=[O:18] |f:1.2.3|. Procedure: To a mixture of 3-fluoro-phenol (4.9 g, 43.5 mmol), and K2CO3 (6.6 g, 47.8 mmol) in 43 g of DMAC at 100° C. was added 2-bromo-2,2-difluoro-N,N-diethyl-acetamide (10 g, 43.5 mmol). The mixture was kept at that temperature for 1 h and then heated to 120° C. for 2 h. The reaction mixture was then cooled to room temperature and poured on 120 mL of H2O and 50 mL of toluene. The aqueous phase was extracted with 25 g of toluene. The combined organic layers were extracted with 5% NaOH (20 g) and H2O (2×... The reactants are O=C(Cl)C(=O)Cl, ClCCl, CS(=O)(=O)Cn1ccc(N)n1, Cn1ccc(NC(=O)C(CC2CCCC2)c2ccc(S(C)(=O)=O)c(Cl)c2)n1, Cc1cccc(C)n1. Product: CS(=O)(=O)Cn1ccc(NC(=O)C(CC2CCCC2)c2ccc(S(C)(=O)=O)c(Cl)c2)n1. RXN SMILES: [C:28]([Cl:29])(=[O:30])[C:31]([Cl:32])=[O:33].[CH2:53]([Cl:54])[Cl:55].[CH3:42][S:43](=[O:44])(=[O:45])[CH2:46][n:47]1[cH:48][cH:49][c:50]([NH2:51])[n:52]1.[Cl:1][c:2]1[cH:3][c:4]([CH:12]([C:13](=[O:14])[NH:15][c:16]2[n:17][n:18]([CH3:21])[cH:19][cH:20]2)[CH2:22][CH:23]2[CH2:24][CH2:25][CH2:26][CH2:27]2)[cH:5][cH:6][c:7]1[S:8](=[O:9])(=[O:10])[CH3:11].[n:34]1[c:35]([CH3:36])[cH:37][cH:38][cH:39][c:40]1[CH3:41]>>[Cl:1][c:2]1[cH:3][c:4]([CH:12]([C:13](=[O:14])[NH:15][c:16]2[n:17][n:18]([CH2:21][S:43]([CH3:42])(=[O:44])=[O:45])[cH:19][cH:20]2)[CH2:22][CH:23]2[CH2:24][CH2:25][CH2:26][CH2:27]2)[cH:5][cH:6][c:7]1[S:8](=[O:9])(=[O:10])[CH3:11].